From a dataset of the Open Reaction Database (ORD), a public repository of structured organic reaction records. describe an organic reaction: reactants, conditions, products, and yield Starting materials: FC1=C(C=CC=C1)NCC=1C=NC=CC1 (3-(2-fluorophenylaminomethyl)pyridine), C([O-])([O-])=O.[K+].[K+] (potassium carbonate), CS(=O)(=O)Cl (methanesulfonyl chloride). Solvent: CC(=O)C (acetone). Conditions: time 8 hour. The product is FC1=C(C=CC=C1)N(S(=O)(=O)C)CC=1C=NC=CC1 (N-(2-fluorophenyl)-N-(pyridin-3-ylmethyl)methanesulfonamide). RXN SMILES: [F:1][C:2]1[CH:7]=[CH:6][CH:5]=[CH:4][C:3]=1[NH:8][CH2:9][C:10]1[CH:11]=[N:12][CH:13]=[CH:14][CH:15]=1.C(=O)([O-])[O-].[K+].[K+].[CH3:22][S:23](Cl)(=[O:25])=[O:24]>CC(C)=O>[F:1][C:2]1[CH:7]=[CH:6][CH:5]=[CH:4][C:3]=1[N:8]([CH2:9][C:10]1[CH:11]=[N:12][CH:13]=[CH:14][CH:15]=1)[S:23]([CH3:22])(=[O:25])=[O:24] |f:1.2.3|. Reported procedure: A 6 g. portion of 3-(2-fluorophenylaminomethyl)pyridine was dissolved in 50 ml. of acetone, and 5 g. of potassium carbonate and 5 g. of methanesulfonyl chloride were added. The mixture was stirred at ambient temperature overnight, and then under reflux for 6 hours. The mixture was cooled and filtered, and the filtrate was concentrated under vacuum to obtain 7.4 g. of an oil, which was chromatographed on silica gel, eluting with 1:4 acetone:toluene. Combination of the product-containing fractions... The reactants are CC(C)(C)OC(=O)c1ccccc1-c1ccc(CBr)cc1, O=C1NC(=O)c2ccccc21, [K], CN(C)C=O. Product: CC(C)(C)OC(=O)c1ccccc1-c1ccc(CN2C(=O)c3ccccc3C2=O)cc1. RXN SMILES: [C:1]([CH3:2])([CH3:3])([CH3:4])[O:5][C:6](=[O:7])[c:8]1[c:9](-[c:14]2[cH:15][cH:16][c:17]([CH2:20][Br:21])[cH:18][cH:19]2)[cH:10][cH:11][cH:12][cH:13]1.[C:22]1(=[O:32])[c:23]2[c:24]([cH:28][cH:29][cH:30][cH:31]2)[C:25](=[O:27])[NH:26]1.[K:33].[O:34]=[CH:35][N:36]([CH3:37])[CH3:38]>>[C:1]([CH3:2])([CH3:3])([CH3:4])[O:5][C:6](=[O:7])[c:8]1[c:9](-[c:14]2[cH:15][cH:16][c:17]([CH2:20][N:26]3[C:22](=[O:32])[c:23]4[c:24]([cH:28][cH:29][cH:30][cH:31]4)[C:25]3=[O:27])[cH:18][cH:19]2)[cH:10][cH:11][cH:12][cH:13]1. Reactants: NC1=C(C(=O)NC2=C(C=C(C(=O)N(C3=C(C=C(C=C3)C)OCCCCCC(=O)N3CCN(CC3)C)C)C=C2)OC)C=CC=C1N (4-(2,3-diaminobenzoyl)amino-3-methoxy-N-methyl-N-[4-methyl-2-[5-(4-methylpiperazin-1-yl)carbonylpent-1-yloxy]phenyl]benzamide), C1(CCCCC1)N=C=NC1CCCCC1 (1,3-dicyclohexylcarbodiimide), COC(=O)N=C=S (methoxycarbonyl isothiocyanate). Run in C(C)#N (acetonitrile), C1=CC=CC=C1 (benzene). Run at time 5 minute. Yields the product COC=1C=C(C(=O)N(C2=C(C=C(C=C2)C)OCCCCCC(=O)N2CCN(CC2)C)C)C=CC1NC(=O)C1=CC=CC=2NC(=NC21)NC(=O)OC (3-methoxy-4-(2-methoxycarbonylamino-1H-benzimidazol-4-yl)carbonylamino-N-methyl-N-[4-methyl-2-[5-(4-methylpiperazin-1-yl)carbonylpent-1-yloxy]phenyl]benzamide). Yield: 49.8%. Reaction SMILES: [NH2:1][C:2]1[C:44]([NH2:45])=[CH:43][CH:42]=[CH:41][C:3]=1[C:4]([NH:6][C:7]1[CH:38]=[CH:37][C:10]([C:11]([N:13]([CH3:36])[C:14]2[CH:19]=[CH:18][C:17]([CH3:20])=[CH:16][C:15]=2[O:21][CH2:22][CH2:23][CH2:24][CH2:25][CH2:26][C:27]([N:29]2[CH2:34][CH2:33][N:32]([CH3:35])[CH2:31][CH2:30]2)=[O:28])=[O:12])=[CH:9][C:8]=1[O:39][CH3:40])=[O:5].[CH3:46][O:47][C:48]([N:50]=[C:51]=S)=[O:49].C1(N=C=NC2CCCCC2)CCCCC1>C(#N)C.C1C=CC=CC=1>[CH3:40][O:39][C:8]1[CH:9]=[C:10]([CH:37]=[CH:38][C:7]=1[NH:6][C:4]([C:3]1[C:2]2[N:1]=[C:51]([NH:50][C:48]([O:47][CH3:46])=[O:49])[NH:45][C:44]=2[CH:43]=[CH:42][CH:41]=1)=[O:5])[C:11]([N:13]([CH3:36])[C:14]1[CH:19]=[CH:18][C:17]([CH3:20])=[CH:16][C:15]=1[O:21][CH2:22][CH2:23][CH2:24][CH2:25][CH2:26][C:27]([N:29]1[CH2:34][CH2:33][N:32]([CH3:35])[CH2:31][CH2:30]1)=[O:28])=[O:12]. Reported procedure: To a stirred solution of 4-(2,3-diaminobenzoyl)amino-3-methoxy-N-methyl-N-[4-methyl-2-[5-(4-methylpiperazin-1-yl)carbonylpent-1-yloxy]phenyl]benzamide (145 mg) in a mixture of acetonitrile and benzene [1:4(v/v)] was added methoxycarbonyl isothiocyanate (36 mg) and the reaction mixture was stirred at ambient temperature for 5 minutes. After being added 1,3-dicyclohexylcarbodiimide (73 mg) to the solution, the resulting mixture was stirred at reflux temperature for 5 hours. The reaction mixture wa... Starting materials: CCOCC, CCOCc1cnc2ccc(Cl)nn12, Cl, NCc1ccccn1. Yields the product Cl, CCOCc1cnc2ccc(NCc3ccccn3)nn12. RXN SMILES: [CH3:24][CH2:25][O:26][CH2:27][CH3:28].[Cl:1][c:2]1[cH:3][cH:4][c:5]2[n:6]([n:7]1)[c:8]([CH2:11][O:12][CH2:13][CH3:14])[cH:9][n:10]2.[ClH:23].[NH2:15][CH2:16][c:17]1[n:18][cH:19][cH:20][cH:21][cH:22]1>>[ClH:1].[c:2]1([NH:15][CH2:16][c:17]2[n:18][cH:19][cH:20][cH:21][cH:22]2)[cH:3][cH:4][c:5]2[n:6]([n:7]1)[c:8]([CH2:11][O:12][CH2:13][CH3:14])[cH:9][n:10]2. Starting materials: [N+](=O)([O-])C1=CC=C(O1)C(=O)O (5-nitro-2-furancarboxylic acid), C(C)(C)OC(C)C (diisopropyl ether), [N+](=O)(O)[O-].O([N+](=O)[O-])CCN (nitroxyethylamine nitrate). Product: O([N+](=O)[O-])CCNC(=O)C=1OC(=CC1)[N+](=O)[O-] (N-(2-Nitroxyethyl)-5-nitro-2-furancarboxamide). Isolated yield 28.7%. As a reaction SMILES: [N+:1]([C:4]1[O:8][C:7]([C:9]([OH:11])=O)=[CH:6][CH:5]=1)([O-:3])=[O:2].[N+]([O-])(O)=O.[O:16]([CH2:20][CH2:21][NH2:22])[N+:17]([O-:19])=[O:18].C(OC(C)C)(C)C>>[O:16]([CH2:20][CH2:21][NH:22][C:9]([C:7]1[O:8][C:4]([N+:1]([O-:3])=[O:2])=[CH:5][CH:6]=1)=[O:11])[N+:17]([O-:19])=[O:18] |f:1.2|. Procedure details: Following a similar treatment to that in Example 2 and using 0.56 g of 5-nitro-2-furancarboxylic acid and 0.60 g of nitroxyethylamine nitrate, 0.25 g of the title compound was obtained as yellow plates (solvent for recrystallization; diisopropyl ether).